From a dataset of the Open Reaction Database (ORD), a public repository of structured organic reaction records. describe an organic reaction: reactants, conditions, products, and yield The reactants are CCOC(=O)c1csc(SCCC2C(C=O)CCC2OC(C)=O)n1, O=C([O-])O, COCCOC, C[Si](C)(C)[N-][Si](C)(C)C, CC(CCS(=O)(=O)c1nnnn1-c1ccccc1)(CC1CCCCC1)O[Si](C)(C)C, [K+], [Na+]. Yields the product CCOC(=O)c1csc(SCCC2C(C=CCC(C)(CC3CCCCC3)O[Si](C)(C)C)CCC2OC(C)=O)n1. Reaction SMILES: [C:41]([CH3:42])(=[O:43])[O:44][CH:45]1[CH:46]([CH2:52][CH2:53][S:54][c:55]2[s:56][cH:57][c:58]([C:60](=[O:61])[O:62][CH2:63][CH3:64])[n:59]2)[CH:47]([CH:50]=[O:51])[CH2:48][CH2:49]1.[C:65](=[O:66])([OH:67])[O-:68].[CH2:70]([CH2:71][O:72][CH3:73])[O:74][CH3:75].[CH3:31][Si:32]([N-:33][Si:34]([CH3:35])([CH3:36])[CH3:37])([CH3:38])[CH3:39].[CH:1]1([CH2:7][C:8]([CH2:9][CH2:10][S:11]([c:12]2[n:13](-[c:14]3[cH:15][cH:16][cH:17][cH:18][cH:19]3)[n:20][n:21][n:22]2)(=[O:23])=[O:24])([O:25][Si:26]([CH3:27])([CH3:28])[CH3:29])[CH3:30])[CH2:2][CH2:3][CH2:4][CH2:5][CH2:6]1.[K+:40].[Na+:69]>>[CH:1]1([CH2:7][C:8]([CH2:9][CH:10]=[CH:50][CH:47]2[CH:46]([CH2:52][CH2:53][S:54][c:55]3[s:56][cH:57][c:58]([C:60](=[O:61])[O:62][CH2:63][CH3:64])[n:59]3)[CH:45]([O:44][C:41]([CH3:42])=[O:43])[CH2:49][CH2:48]2)([O:25][Si:26]([CH3:27])([CH3:28])[CH3:29])[CH3:30])[CH2:2][CH2:3][CH2:4][CH2:5][CH2:6]1. Starting materials: C#C, c1c(ccc(c1)S(=O)(=O)NOC(C)=O)Br. Product: CC1=NS(=O)(=O)c2ccc(Br)cc12. RXN SMILES: CC(O[NH:1][S:2]([c:5]1[cH:11][cH:10][c:8]([Br:9])[cH:7][cH:6]1)(=[O:4])=[O:3])=O.[CH:12]#[CH:13]>>[CH3:12][C:13]([c:11]([c:5]1[S:2]2(=[O:4])=[O:3])[cH:10][c:8]([Br:9])[cH:7][cH:6]1)=[N:1]2. Run in CO (MeOH). Reaction conditions: temperature 25 celsius, time 18 hour. Reagents/catalysts: c1ccc(cc1)-c2c3ccccc3cc4ccccc24 (9-Phenylanthracene), CC(=O)[O-].[K+] (KOAc), C1(C(C(C(C1C)C)C)C)C.C1(C(C(C(C1C)C)C)C)C.[Rh](Cl)Cl.[Rh](Cl)Cl ([Cp*RhCl2]2).